This data is from the Open Reaction Database (ORD), a public repository of structured organic reaction records. The task is: describe an organic reaction: reactants, conditions, products, and yield The reactants are [OH-].[K+] (KOH), COC(C1=CN=C(C(=C1)N)N)=O (5,6-diamino-nicotinic acid methyl ester), S1C(=CC=C1)C=O (thiophene-2-carboxaldehyde), C1(=C(C(=CC(=C1)C)C)S(=O)(=O)ON)C (O-mesitylenesulfonylhydroxylamine). The solvent is CO (methanol), O1CCOCC1 (dioxane). Conditions: temperature 70 celsius, time 14 hour. The product is COC(=O)C=1C=C(C=2N(C1)N=C(N2)C=2SC=CC2)N (8-Amino-2-thiophen-2-yl-[1,2,4]triazolo[1,5-a]pyridine-6-carboxylic Acid Methyl Ester). Reaction SMILES: [CH3:1][O:2][C:3](=[O:12])[C:4]1[CH:9]=[C:8]([NH2:10])[C:7]([NH2:11])=[N:6][CH:5]=1.C1(C)C=C(C)C=C(C)C=1S(O[NH2:25])(=O)=O.[S:27]1[CH:31]=[CH:30][CH:29]=[C:28]1[CH:32]=O.[OH-].[K+]>O1CCOCC1.CO>[CH3:1][O:2][C:3]([C:4]1[CH:9]=[C:8]([NH2:10])[C:7]2[N:6]([N:25]=[C:32]([C:28]3[S:27][CH:31]=[CH:30][CH:29]=3)[N:11]=2)[CH:5]=1)=[O:12] |f:3.4|. Procedure details: A mixture of 1.114 g (6.66 mmol) 5,6-diamino-nicotinic acid methyl ester in 40 ml dioxane was treated with 1.578 g (7.33 mmol) O-mesitylenesulfonylhydroxylamine (prepared from ethyl-o-mesitylenesulfonylacetohydroxamate and HClO4 (70%)) for 1 h at room temperature. 0.897 g (8 mmol) thiophene-2-carboxaldehyde and molecular sieves 4 Å was added and heated to 100° C. for 4 h before addition of 1.6 ml 5M KOH in methanol. The mixture was heated to 70° C. for 2 h and stirred at room temperature for 14 ...